Dataset: the Open Reaction Database (ORD), a public repository of structured organic reaction records. Task: describe an organic reaction: reactants, conditions, products, and yield The reactants are C(C)(C)C=1C=CC(=C(C1)C1=C(C=C(C=C1)C(F)(F)F)CN)OC (C-(5′-isopropyl-2′-methoxy-4-trifluoromethyl-biphenyl-2-yl)-methylamine), ClC1=NC=C(C=N1)OCCCC(=O)OC(C)(C)C (tert-butyl 4-(2-chloro-pyrimidin-5-yloxy)-butyrate), C1(=CC=CC=C1)P(C1=C(C2=CC=CC=C2C=C1)C1=C(C=CC2=CC=CC=C12)P(C1=CC=CC=C1)C1=CC=CC=C1)C1=CC=CC=C1 ((±)-2,2′-bis(diphenylphosphino)-1,1′-binaphthalene), CC(C)([O-])C.[Na+] (sodium tert-butoxide). The reagents and catalysts are [I-].C(CCC)[N+](CCCC)(CCCC)CCCC (tetra-n-butyl ammonium iodide), C(C)(=O)[O-].[Pd+2].C(C)(=O)[O-] (palladium acetate). Run in [Cl-].[Na+].O (brine), C1(=CC=CC=C1)C (toluene). Reaction conditions: temperature 85 celsius, time 8 hour. The product is C(C)(C)C=1C=CC(=C(C1)C1=C(C=C(C=C1)C(F)(F)F)CNC1=NC=C(C=N1)OCCCC(=O)OC(C)(C)C)OC (tert-butyl 4-{2-[(5′-isopropyl-2′-methoxy-4-trifluoromethyl-biphenyl-2-ylmethyl)-amino]-pyrimidin-5-yloxy}-butyrate). The yield is 33.6%. As a reaction SMILES: [CH:1]([C:4]1[CH:5]=[CH:6][C:7]([O:22][CH3:23])=[C:8]([C:10]2[CH:15]=[CH:14][C:13]([C:16]([F:19])([F:18])[F:17])=[CH:12][C:11]=2[CH2:20][NH2:21])[CH:9]=1)([CH3:3])[CH3:2].Cl[C:25]1[N:30]=[CH:29][C:28]([O:31][CH2:32][CH2:33][CH2:34][C:35]([O:37][C:38]([CH3:41])([CH3:40])[CH3:39])=[O:36])=[CH:27][N:26]=1.C1(P(C2C=CC=CC=2)C2C=CC3C(=CC=CC=3)C=2C2C3C(=CC=CC=3)C=CC=2P(C2C=CC=CC=2)C2C=CC=CC=2)C=CC=CC=1.CC(C)([O-])C.[Na+]>C1(C)C=CC=CC=1.[I-].C([N+](CCCC)(CCCC)CCCC)CCC.[Cl-].[Na+].O.C([O-])(=O)C.[Pd+2].C([O-])(=O)C>[CH:1]([C:4]1[CH:5]=[CH:6][C:7]([O:22][CH3:23])=[C:8]([C:10]2[CH:15]=[CH:14][C:13]([C:16]([F:17])([F:18])[F:19])=[CH:12][C:11]=2[CH2:20][NH:21][C:25]2[N:26]=[CH:27][C:28]([O:31][CH2:32][CH2:33][CH2:34][C:35]([O:37][C:38]([CH3:41])([CH3:40])[CH3:39])=[O:36])=[CH:29][N:30]=2)[CH:9]=1)([CH3:3])[CH3:2] |f:3.4,6.7,8.9.10,11.12.13|. Reported procedure: C-(5′-isopropyl-2′-methoxy-4-trifluoromethyl-biphenyl-2-yl)-methylamine (1.54 g) is dissolved in toluene (25 ml), and thereto are added tert-butyl 4-(2-chloro-pyrimidin-5-yloxy)-butyrate (1.96 g), palladium acetate (II) (195 mg), (±)-2,2′-bis(diphenylphosphino)-1,1′-binaphthalene (543 mg), tetra-n-butyl ammonium iodide (359 mg) and sodium tert-butoxide (560 mg), and the mixture is stirred under nitrogen flow at 85° C. overnight. The reaction solution is allowed to cool to room temperature, and t... Reactants: Cn1ncc(Br)c1-c1cc(NC(=O)C(F)(F)F)ccc1OCC(C)(C)[N+](=O)[O-], CC(=O)Cl, CO, [Zn]. Yields the product Cn1ncc(Br)c1-c1cc(NC(=O)C(F)(F)F)ccc1OCC(C)(C)N. RXN SMILES: [Br:5][c:6]1[c:7](-[c:12]2[cH:13][c:14]([NH:26][C:27]([C:28]([F:29])([F:30])[F:31])=[O:32])[cH:15][cH:16][c:17]2[O:18][CH2:19][C:20]([CH3:21])([N+:22]([O-:23])=[O:24])[CH3:25])[n:8]([CH3:11])[n:9][cH:10]1.[C:1]([Cl:2])(=[O:3])[CH3:4].[CH3:33][OH:34].[Zn:35]>>[Br:5][c:6]1[c:7](-[c:12]2[cH:13][c:14]([NH:26][C:27]([C:28]([F:29])([F:30])[F:31])=[O:32])[cH:15][cH:16][c:17]2[O:18][CH2:19][C:20]([CH3:21])([NH2:22])[CH3:25])[n:8]([CH3:11])[n:9][cH:10]1. Starting materials: CN(C)C=O, C[S-], N#Cc1cc(Cl)ccn1, [Na+]. Product: CSc1ccnc(C#N)c1. Reaction SMILES: [CH3:13][N:14]([CH3:15])[CH:16]=[O:17].[CH3:1][S-:2].[Cl:4][c:5]1[cH:6][c:7]([C:11]#[N:12])[n:8][cH:9][cH:10]1.[Na+:3]>>[CH3:1][S:2][c:5]1[cH:6][c:7]([C:11]#[N:12])[n:8][cH:9][cH:10]1. The solvent is C(C)O (ethanol). Yields the product N1(CCNCC1)CC=1C=C(C=CC1)C=1OC2=C(N1)C=CC=C2C(=O)OC (methyl 2-(3-(piperazin-1-ylmethyl)phenyl)benzo[d]oxazole-7-carboxylate). Procedure details: Methyl 2-(3-(bromomethyl)phenyl)benzo[d]oxazole-7-carboxylate (70 mg, 0.2 mmol) and piperazine (68.8 mg, 0.8 mmol) were added to ethanol (30 mL) and the mixture was stirred at room temperature for 1 hr. The resulting mixture was evaporated under reduced pressure to obtain methyl 2-(3-(piperazin-1-ylmethyl)phenyl)benzo[d]oxazole-7-carboxylate (79 mg, yield 91%). LC-MS (ESI) m/z 354 [M+1]+. As a reaction SMILES: Br[CH2:2][C:3]1[CH:4]=[C:5]([C:9]2[O:10][C:11]3[C:17]([C:18]([O:20][CH3:21])=[O:19])=[CH:16][CH:15]=[CH:14][C:12]=3[N:13]=2)[CH:6]=[CH:7][CH:8]=1.[NH:22]1[CH2:27][CH2:26][NH:25][CH2:24][CH2:23]1>C(O)C>[N:22]1([CH2:2][C:3]2[CH:4]=[C:5]([C:9]3[O:10][C:11]4[C:17]([C:18]([O:20][CH3:21])=[O:19])=[CH:16][CH:15]=[CH:14][C:12]=4[N:13]=3)[CH:6]=[CH:7][CH:8]=2)[CH2:27][CH2:26][NH:25][CH2:24][CH2:23]1. Reaction conditions: time 1 hour. The reactants are BrCC=1C=C(C=CC1)C=1OC2=C(N1)C=CC=C2C(=O)OC (Methyl 2-(3-(bromomethyl)phenyl)benzo[d]oxazole-7-carboxylate), N1CCNCC1 (piperazine). Yield: 112.4%. Starting materials: CCOC(C)=O, CCO, O=[N+]([O-])c1ccc(-n2cc(-c3ccc(Cl)cc3Cl)nc2Cc2ccc(-c3ccnc(Cl)c3)cc2)cc1, [Na+], [OH-], O, O. RXN SMILES: [C:44]([O:45][CH2:46][CH3:47])(=[O:48])[CH3:49].[CH2:39]([CH3:40])[OH:41].[Cl:1][c:2]1[n:3][cH:4][cH:5][c:6](-[c:8]2[cH:9][cH:10][c:11]([CH2:14][c:15]3[n:16](-[c:28]4[cH:29][cH:30][c:31]([N+:34](=[O:35])[O-:36])[cH:32][cH:33]4)[cH:17][c:18](-[c:20]4[c:21]([Cl:27])[cH:22][c:23]([Cl:26])[cH:24][cH:25]4)[n:19]3)[cH:12][cH:13]2)[cH:7]1.[Na+:38].[OH-:37].[OH2:42].[OH2:43]>>[c:2]1(=[O:41])[nH:3][cH:4][cH:5][c:6](-[c:8]2[cH:9][cH:10][c:11]([CH2:14][c:15]3[n:16](-[c:28]4[cH:29][cH:30][c:31]([N+:34](=[O:35])[O-:36])[cH:32][cH:33]4)[cH:17][c:18](-[c:20]4[c:21]([Cl:27])[cH:22][c:23]([Cl:26])[cH:24][cH:25]4)[n:19]3)[cH:12][cH:13]2)[cH:7]1. Product: O=c1cc(-c2ccc(Cc3nc(-c4ccc(Cl)cc4Cl)cn3-c3ccc([N+](=O)[O-])cc3)cc2)cc[nH]1. Starting materials: CSC1=CC=C(C=C)C=C1 (4-methylthiostyrene), tri(O-tolyl)phosphine, BrC=1C=C2C=NN(C(C2=CC1)=O)CCCN(C)C (6-Bromo-2-[3-(dimethylamino)propyl]phthalazin-1(2H)-one), Cl.CN(CCCCl)C (3-(dimethylamino)propyl chloride hydrochloride), Cl.C(C)(C)N(CCCl)C(C)C (2-(diisopropylamino)ethyl chloride hydrochloride). The reagents and catalysts are C(C)(=O)[O-].[Pd+2].C(C)(=O)[O-] (palladium acetate). Run in C(C)#N (acetonitrile), CS(=O)C (DMSO). Yields the product CSC1=CC=C(C=C1)/C=C/C=1C=C2C=NN(C(C2=CC1)=O)CCCN(C)C (Trans-6-[2-[4-(methylthio)phenyl]ethenyl]-2-[3-(dimethylamino)propyl]phthalazin-1(2H)-one). RXN SMILES: Br[C:2]1[CH:3]=[C:4]2[C:9](=[CH:10][CH:11]=1)[C:8](=[O:12])[N:7]([CH2:13][CH2:14][CH2:15][N:16]([CH3:18])[CH3:17])[N:6]=[CH:5]2.Cl.CN(C)CCCCl.Cl.C(N(C(C)C)CCCl)(C)C.[CH3:38][S:39][C:40]1[CH:47]=[CH:46][C:43]([CH:44]=[CH2:45])=[CH:42][CH:41]=1>C([O-])(=O)C.[Pd+2].C([O-])(=O)C.C(#N)C.CS(C)=O>[CH3:38][S:39][C:40]1[CH:47]=[CH:46][C:43](/[CH:44]=[CH:45]/[C:2]2[CH:3]=[C:4]3[C:9](=[CH:10][CH:11]=2)[C:8](=[O:12])[N:7]([CH2:13][CH2:14][CH2:15][N:16]([CH3:18])[CH3:17])[N:6]=[CH:5]3)=[CH:42][CH:41]=1 |f:1.2,3.4,6.7.8|. Procedure details: 6-Bromo-2-[3-(dimethylamino)propyl]phthalazin-1(2H)-one (8.5 gm) (prepared as in Example I, except that 3-(dimethylamino)propyl chloride hydrochloride was substituted for the 2-(diisopropylamino)ethyl chloride hydrochloride) was stirred into 4 ml DMSO plus 4 ml acetonitrile. To the resulting mixture was added 3.7 gm 4-methylthiostyrene, 0.2 gm tri(O-tolyl)phosphine, and 0.04 gm palladium acetate. The reaction mixture was stirred at reflux (95°-100° C.) for 24 hours. The solution was concentrated...